This data is from the Open Reaction Database (ORD), a public repository of structured organic reaction records. The task is: describe an organic reaction: reactants, conditions, products, and yield As a reaction SMILES: [P:1]([O:13][C:14]1[CH:19]=[CH:18][C:17]([C:20]2[C:29](=[O:30])[C:28]3[C:23](=[CH:24][C:25]([O:31][CH2:32][C:33]4[N:34]=[C:35]([C:38]5[CH:43]=[C:42]([F:44])[CH:41]=[C:40]([C:45]([F:48])([F:47])[F:46])[CH:39]=5)[O:36][CH:37]=4)=[CH:26][CH:27]=3)[O:22][CH:21]=2)=[CH:16][CH:15]=1)([O:8]C(C)(C)C)([O:3]C(C)(C)C)=[O:2].FC(F)(F)C(O)=O>C(Cl)Cl>[P:1]([OH:3])([OH:8])([O:13][C:14]1[CH:19]=[CH:18][C:17]([C:20]2[C:29](=[O:30])[C:28]3[C:23](=[CH:24][C:25]([O:31][CH2:32][C:33]4[N:34]=[C:35]([C:38]5[CH:43]=[C:42]([F:44])[CH:41]=[C:40]([C:45]([F:46])([F:47])[F:48])[CH:39]=5)[O:36][CH:37]=4)=[CH:26][CH:27]=3)[O:22][CH:21]=2)=[CH:16][CH:15]=1)=[O:2]. Procedure: To a solution of 3-{4-[bis(tert-butoxy)phosphinooxy]phenyl}-7-({2-[5-fluoro-3-(trifluoromethyl)phenyl](1,3-oxazol-4-yl)}methoxy)chromen-4-one prepared in Step 2 in methylene chloride (60 ml) was added trifluoroacetic acid (0.15 ml, 1.99 mmol). The reaction mixture was stirred at room temperature overnight, the solid filtered off, and washed with methylene chloride, to afford 100% pure (by HPLC) 4-[7-({2-[5-fluoro-3-(trifluoromethyl)phenyl](1,3-oxazol-4-yl)}methoxy)-4-oxochromen-3-yl]phenyl dihyd... Run at time 8 hour. Product: P(=O)(OC1=CC=C(C=C1)C1=COC2=CC(=CC=C2C1=O)OCC=1N=C(OC1)C1=CC(=CC(=C1)F)C(F)(F)F)(O)O (4-[7-({2-[5-fluoro-3-(trifluoromethyl)phenyl](1,3-oxazol-4-yl)}methoxy)-4-oxochromen-3-yl]phenyl dihydrogen phosphate). Run in C(Cl)Cl (methylene chloride). The reactants are P(=O)(OC(C)(C)C)(OC(C)(C)C)OC1=CC=C(C=C1)C1=COC2=CC(=CC=C2C1=O)OCC=1N=C(OC1)C1=CC(=CC(=C1)F)C(F)(F)F (ditert-butyl 4-[7-({2-[5-fluoro-3-(trifluoromethyl)phenyl](1,3-oxazol-4-yl)}methoxy)-4-oxochromen-3-yl]phenyl phosphate), FC(C(=O)O)(F)F (trifluoroacetic acid). Reactants: OC1=C(C=C(C=O)C=C1)[N+](=O)[O-] (4-hydroxy-3-nitrobenzaldehyde), [H-].[Na+] (NaH), BrCC(=O)OCC (ethyl bromoacetate). Solvent: O1CCCC1.CN(C)C=O (tetrahydrofuran DMF). Product: C(C)OC(COC1=C(C=C(C=C1)C=O)[N+](=O)[O-])=O ((4-Formyl-2-nitro-phenoxy)acetic acid ethyl ester). Reaction SMILES: [OH:1][C:2]1[CH:9]=[CH:8][C:5]([CH:6]=[O:7])=[CH:4][C:3]=1[N+:10]([O-:12])=[O:11].[H-].[Na+].Br[CH2:16][C:17]([O:19][CH2:20][CH3:21])=[O:18]>O1CCCC1.CN(C=O)C>[CH2:20]([O:19][C:17](=[O:18])[CH2:16][O:1][C:2]1[CH:9]=[CH:8][C:5]([CH:6]=[O:7])=[CH:4][C:3]=1[N+:10]([O-:12])=[O:11])[CH3:21] |f:1.2,4.5|. Reported procedure: To a solution of 4-hydroxy-3-nitrobenzaldehyde (5.00 g, 29.9 mmol) in tetrahydrofuran/DMF (300 mL/120 mL) was added NaH (60%, 1.32 g, 32.9 mmol), followed by ethyl bromoacetate (5.49 g, 3.65 mL, 32.9 mmol). The mixture was heated at reflux for 20 hours, cooled to room temperature, and concentrated under reduced pressure. The residue was dissolved in ethyl acetate (200 mL), acidified to pH 2 with 1N HCl, and the layers were separated. The aqueous layer was extracted with ethyl acetate (2×50 mL), ... Reactants: C(C)O (ethanol), BrC1=CC(=CC(=C1N)[N+](=O)[O-])F (6-bromo-4-fluoro-2-nitroaniline), Cl[Sn]Cl (SnCl2), C(=O)(O)[O-].[Na+] (NaHCO3). Solvent: C(C)(=O)OCC (ethyl acetate), hexanes, C(C)(=O)OCC (ethyl acetate). The product is NC1=C(C(=CC(=C1)F)Br)N (1,2-Diamino-3-bromo-5-fluorobenzene), liquid. The yield is 86.7%. As a reaction SMILES: [Br:1][C:2]1[C:7]([NH2:8])=[C:6]([N+:9]([O-])=O)[CH:5]=[C:4]([F:12])[CH:3]=1.Cl[Sn]Cl.C(O)C.C([O-])(O)=O.[Na+]>C(OCC)(=O)C>[NH2:9][C:6]1[CH:5]=[C:4]([F:12])[CH:3]=[C:2]([Br:1])[C:7]=1[NH2:8] |f:3.4|. Procedure details: 1,2-Diamino-3-bromo-5-fluorobenzene was prepared using an adaptation of the method of Bellamy et al., Tetrahedron Lett. 25: 839 (1984). A mixture of 6-bromo-4-fluoro-2-nitroaniline (673 mg, 2.87 mmol) and SnCl2 2H2O (3.23 g, 14.3 mmol) dissolved in 6 mL ethyl acetate and 3 mL absolute ethanol was heated at 70° C. for 30 min. All the starting material had reacted as evidenced by TLC (silica gel, 2:1 hexanes:ethyl acetate). The reaction was allowed to cool to room temperature and poured into 20 mL... The reactants are BrC=1N(C=C(N1)[N+](=O)[O-])CCC(CO[Si](C(C)C)(C(C)C)C(C)C)O (4-(2-bromo-4-nitro-1H-imidazol-1-yl)-1-[(triisopropylsilyl)oxy]-2-butanol), [H-].[Na+] (NaH). Solvent: CN(C)C=O (DMF). Reaction conditions: time 2 hour. Product: [N+](=O)([O-])C=1N=C2OC(CCN2C1)CO[Si](C(C)C)(C(C)C)C(C)C (2-nitro-7-{[(triisopropylsilyl)oxy]methyl}-6,7-dihydro-5H-imidazo[2,1-b][1,3]oxazine). Yield: 88.7%. As a reaction SMILES: Br[C:2]1[N:3]([CH2:10][CH2:11][CH:12]([OH:25])[CH2:13][O:14][Si:15]([CH:22]([CH3:24])[CH3:23])([CH:19]([CH3:21])[CH3:20])[CH:16]([CH3:18])[CH3:17])[CH:4]=[C:5]([N+:7]([O-:9])=[O:8])[N:6]=1.[H-].[Na+]>CN(C=O)C>[N+:7]([C:5]1[N:6]=[C:2]2[N:3]([CH:4]=1)[CH2:10][CH2:11][CH:12]([CH2:13][O:14][Si:15]([CH:22]([CH3:24])[CH3:23])([CH:19]([CH3:21])[CH3:20])[CH:16]([CH3:18])[CH3:17])[O:25]2)([O-:9])=[O:8] |f:1.2|. Procedure: A stirred solution of alcohol 132 (2.45 g, 5.61 mmol) in anhydrous DMF (25 mL) under N2 at 0° C. was treated with 60% NaH (388 mg, 9.70 mmol), then quickly degassed and resealed under N2. After stirring at room temperature for 2 h, the reaction was cooled (CO2/acetone), quenched with ice/aqueous NaHCO3 (20 mL), diluted with ice-water (150 mL) and extracted with EtOAc (8×80 mL). The extracts were washed with brine (100 mL) and then evaporated to dryness and the residue was chromatographed on sili...